From a dataset of the Open Reaction Database (ORD), a public repository of structured organic reaction records. describe an organic reaction: reactants, conditions, products, and yield RXN SMILES: [C:1]1([CH2:7][CH2:8][CH2:9][CH2:10][CH2:11][CH2:12][OH:13])[CH:6]=[CH:5][CH:4]=[CH:3][CH:2]=1.[Cr](Cl)([O-])(=O)=O.[NH+]1C=CC=CC=1>C(Cl)Cl.CCCCCC>[C:1]1([CH2:7][CH2:8][CH2:9][CH2:10][CH2:11][CH:12]=[O:13])[CH:6]=[CH:5][CH:4]=[CH:3][CH:2]=1 |f:1.2|. Run in C(Cl)Cl (CH2Cl2), C(Cl)Cl (CH2Cl2), CCCCCC (hexane). Conditions: time 3.5 hour. Product: C1(=CC=CC=C1)CCCCCC=O (6-phenyl-1-hexanal). Reactants: C1(=CC=CC=C1)CCCCCCO (6-phenylhexanol), [Cr](=O)(=O)([O-])Cl.[NH+]1=CC=CC=C1 (pyridinium chlorochromate). Reported procedure: A solution of 6-phenylhexanol (5.00 g, 28.0 mmol, 1 equiv) in CH2Cl2 (10 ml) was added to a solution of pyridinium chlorochromate (9.07 g, 42.1 mmol, 1.5 equiv) in CH2Cl2 (100 ml) at rt, and the mixture was stirred for 3.5 h. The reaction mixture was diluted with hexane and filtered through silica gel (20 g). The silica gel was eluted with a mixture of hexane and EtOAc (1:1). The combined filtrate was concentrated under vacuum to give 6-phenyl-1-hexional as a colorless oil, which was used as suc... The reactants are C(C)(C)(C)[C@H]1CC[C@H](CC1)NC(=O)C1=CC(=NN1CC1=NC=C(C(=O)O)C=C1)C1=CC(=C(C=C1)Cl)Cl (6-{[5-{[(cis-4-tert-butylcyclohexyl)amino]carbonyl}-3-(3,4-dichlorophenyl)-1H-pyrazol-1-yl]methyl}nicotinic acid), C1=CC2=C(N=C1)N(N=N2)O (HOAt), NC1=NN=NN1 (amino tetrazole), CCN(C(C)C)C(C)C (DIEA), C(CCl)Cl (EDC). Run in C(C)(=O)OCC (ethyl acetate), CN(C)C=O (DMF). Conditions: temperature 50 celsius, time 18 hour. The product is C(C)(C)(C)[C@H]1CC[C@H](CC1)NC(=O)C1=CC(=NN1CC1=NC=C(C(=O)NC2=NN=NN2)C=C1)C1=CC(=C(C=C1)Cl)Cl (6-{[5-{[(CIS-4-TERT-BUTYLCYCLOHEXYL)AMINO]CARBONYL}-3-(3,4-DICHLOROPHENYL)-1H-PYRAZOL-1-YL]METHYL}-N-1H-TETRAZOL-5-YLNICOTINAMIDE). As a reaction SMILES: [C:1]([C@@H:5]1[CH2:10][CH2:9][C@H:8]([NH:11][C:12]([C:14]2[N:18]([CH2:19][C:20]3[CH:28]=[CH:27][C:23]([C:24]([OH:26])=O)=[CH:22][N:21]=3)[N:17]=[C:16]([C:29]3[CH:34]=[CH:33][C:32]([Cl:35])=[C:31]([Cl:36])[CH:30]=3)[CH:15]=2)=[O:13])[CH2:7][CH2:6]1)([CH3:4])([CH3:3])[CH3:2].C1C=NC2N(O)N=NC=2C=1.[NH2:47][C:48]1[NH:52][N:51]=[N:50][N:49]=1.CCN(C(C)C)C(C)C.C(Cl)CCl>CN(C=O)C.C(OCC)(=O)C>[C:1]([C@@H:5]1[CH2:10][CH2:9][C@H:8]([NH:11][C:12]([C:14]2[N:18]([CH2:19][C:20]3[CH:28]=[CH:27][C:23]([C:24]([NH:47][C:48]4[NH:52][N:51]=[N:50][N:49]=4)=[O:26])=[CH:22][N:21]=3)[N:17]=[C:16]([C:29]3[CH:34]=[CH:33][C:32]([Cl:35])=[C:31]([Cl:36])[CH:30]=3)[CH:15]=2)=[O:13])[CH2:7][CH2:6]1)([CH3:2])([CH3:3])[CH3:4]. Procedure: To a solution of the intermediate from example 8 step H (65 mg, 0.122 mmol) in DMF (2 mL) was added HOAt (25 mg, 0.184 mmol), amino tetrazole(32 mg, 0.36 mmol), DIEA (64 μL, 0.37 mmol) and EDC (36 mg, 0.184 mmol). The reaction was stirred at 50° C. for 18 hours. The reaction was diluted with ethyl acetate and washed with 1N HCl and saturated NaCl solution. The organic layer was dried over anhydrous Na2SO4, filtered and concentrated in vacuo. The residue was purified on the Gilson reverse phase H...